Dataset: the Open Reaction Database (ORD), a public repository of structured organic reaction records. Task: describe an organic reaction: reactants, conditions, products, and yield Reactants: CS(=O)(=O)OCCC1=C(C=CC=C1)CCOS(=O)(=O)C (methanesulfonic acid 2-[2-(2-methanesulfonyloxy-ethyl)-phenyl]-ethyl ester), C(C)#N (acetonitrile), [OH-].[NH4+] (ammonium hydroxide), Cl (hydrochloric acid). Solvent: O (water). Conditions: temperature 100 celsius. The product is C1CNCCC2=C1C=CC=C2 (2,3,4,5-tetrahydro-1H-benzo[d]azepine). RXN SMILES: CS(O[CH2:6][CH2:7][C:8]1[CH:13]=[CH:12][CH:11]=[CH:10][C:9]=1[CH2:14][CH2:15]OS(C)(=O)=O)(=O)=O.C(#[N:23])C.[OH-].[NH4+].Cl>O>[CH2:7]1[C:8]2[CH:13]=[CH:12][CH:11]=[CH:10][C:9]=2[CH2:14][CH2:15][NH:23][CH2:6]1 |f:2.3|. Procedure: A 350 mL pressure vessel was charged with the methanesulfonic acid 2-[2-(2-methanesulfonyloxy-ethyl)-phenyl]-ethyl ester (3.2 g/10 mmol) in a 1:1 mixture of acetonitrile and ammonium hydroxide (100 mL total volume). The vessel was sealed and heated to 100° C. for one hour (pressure rises to ca. 40 psi) and then gradually allowed to cool. The reaction contents were poured into water and acidified to ca. pH 4 with concentrated hydrochloric acid. The aqueous solution was extracted with diethyl ethe... Starting materials: CN(C)C=O, O=S(=O)(OCC(F)(F)F)C(F)(F)F, CC(C)(C)OC(=O)NC1CCC(c2cccc(F)c2F)CNC1=S, [H-], [Na+], O. Product: CC(C)(C)OC(=O)NC1CCC(c2cccc(F)c2F)CN(CC(F)(F)F)C1=S. As a reaction SMILES: [CH3:41][N:42]([CH3:43])[CH:44]=[O:45].[F:27][C:28]([F:29])([F:30])[S:31]([O:32][CH2:33][C:34]([F:35])([F:36])[F:37])(=[O:38])=[O:39].[F:3][c:4]1[c:5]([CH:11]2[CH2:12][CH2:13][CH:14]([NH:19][C:20]([O:21][C:22]([CH3:23])([CH3:24])[CH3:25])=[O:26])[C:15](=[S:18])[NH:16][CH2:17]2)[cH:6][cH:7][cH:8][c:9]1[F:10].[H-:1].[Na+:2].[OH2:40]>>[F:3][c:4]1[c:5]([CH:11]2[CH2:12][CH2:13][CH:14]([NH:19][C:20]([O:21][C:22]([CH3:23])([CH3:24])[CH3:25])=[O:26])[C:15](=[S:18])[N:16]([CH2:33][C:34]([F:35])([F:36])[F:37])[CH2:17]2)[cH:6][cH:7][cH:8][c:9]1[F:10]. The reactants are CC(C)=O, COCCOc1cc2c(cc1[N+](=O)[O-])C1CCC3(C)C(=O)CCC3C1CC2, [Na+], [Na+], [Na+], [OH-], O, O=S([O-])S(=O)[O-]. Product: COCCOc1cc2c(cc1N)C1CCC3(C)C(=O)CCC3C1CC2. Reaction SMILES: [CH3:38][C:39](=[O:40])[CH3:41].[N+:1]([O-:2])(=[O:3])[c:4]1[c:5]([O:23][CH2:24][CH2:25][O:26][CH3:27])[cH:6][c:7]2[c:20]([cH:21]1)[CH:19]1[CH:10]([CH2:9][CH2:8]2)[CH:11]2[CH2:12][CH2:13][C:14](=[O:22])[C:15]2([CH3:16])[CH2:17][CH2:18]1.[Na+:29].[Na+:36].[Na+:37].[OH-:28].[OH2:42].[S:30]([S:31]([O-:32])=[O:33])([O-:34])=[O:35]>>[NH2:1][c:4]1[c:5]([O:23][CH2:24][CH2:25][O:26][CH3:27])[cH:6][c:7]2[c:20]([cH:21]1)[CH:19]1[CH:10]([CH2:9][CH2:8]2)[CH:11]2[CH2:12][CH2:13][C:14](=[O:22])[C:15]2([CH3:16])[CH2:17][CH2:18]1. Reactants: COC=1C=C(C(=O)N2CC(CC2)(CCS(=O)(=O)C)C2=CC=C(C=C2)F)C=C(C1OC)OC (1-(3,4,5-trimethoxy-benzoyl)-3-(4-fluoro-phenyl)-3-(2-methanesulfonyl-ethyl)-pyrrolidine), C(C)OCCN1C(=NC2=C1C=CC=C2)C(=O)C2CCNCC2 (4-[l-(2-ethoxy-ethyl)-1H-benzoimidazole-2-carbonyl]-piperidine). Yields the product COC=1C=C(C(=O)N2CC(CC2)(C2=CC=C(C=C2)F)CCN2CCC(CC2)C(=O)C2=NC3=C(N2CCOCC)C=CC=C3)C=C(C1OC)OC (1-(3,4,5-Trimethoxy-benzoyl)-3-[2-[4-[1-(2-ethoxy-ethyl)-1H-benzoimidazole-2-carbonyl]-piperidin-1-yl]-ethyl]-3-(4-fluoro-phenyl)-pyrrolidine). As a reaction SMILES: [CH3:1][O:2][C:3]1[CH:4]=[C:5]([CH:26]=[C:27]([O:31][CH3:32])[C:28]=1[O:29][CH3:30])[C:6]([N:8]1[CH2:12][CH2:11][C:10]([C:19]2[CH:24]=[CH:23][C:22]([F:25])=[CH:21][CH:20]=2)([CH2:13][CH2:14]S(C)(=O)=O)[CH2:9]1)=[O:7].[CH2:33]([O:35][CH2:36][CH2:37][N:38]1[C:42]2[CH:43]=[CH:44][CH:45]=[CH:46][C:41]=2[N:40]=[C:39]1[C:47]([CH:49]1[CH2:54][CH2:53][NH:52][CH2:51][CH2:50]1)=[O:48])[CH3:34]>>[CH3:1][O:2][C:3]1[CH:4]=[C:5]([CH:26]=[C:27]([O:31][CH3:32])[C:28]=1[O:29][CH3:30])[C:6]([N:8]1[CH2:12][CH2:11][C:10]([CH2:13][CH2:14][N:52]2[CH2:53][CH2:54][CH:49]([C:47]([C:39]3[N:38]([CH2:37][CH2:36][O:35][CH2:33][CH3:34])[C:42]4[CH:43]=[CH:44][CH:45]=[CH:46][C:41]=4[N:40]=3)=[O:48])[CH2:50][CH2:51]2)([C:19]2[CH:24]=[CH:23][C:22]([F:25])=[CH:21][CH:20]=2)[CH2:9]1)=[O:7]. Reported procedure: Prepare by the method of Example 6.6.2 using 1-(3,4,5-trimethoxy-benzoyl)-3-(4-fluoro-phenyl)-3-(2-methanesulfonyl-ethyl)-pyrrolidine and 4-[l-(2-ethoxy-ethyl)-1H-benzoimidazole-2-carbonyl]-piperidine to give the title compound.